Dataset: the Open Reaction Database (ORD), a public repository of structured organic reaction records. Task: describe an organic reaction: reactants, conditions, products, and yield Starting materials: CCN(CC)CCCn1nc(N)c2ccccc21, Cl, [Fe], N, O, O=[N+]([O-])O, O=S(=O)(O)O. The product is CCN(CC)CCCn1nc(N)c2cc(N)ccc21. As a reaction SMILES: [CH2:1]([CH3:2])[N:3]([CH2:4][CH2:5][CH2:6][n:7]1[n:8][c:9]([NH2:16])[c:10]2[cH:11][cH:12][cH:13][cH:14][c:15]12)[CH2:17][CH3:18].[ClH:24].[Fe:30].[NH3:23].[OH2:31].[OH:19][N+:20](=[O:21])[O-:22].[S:25](=[O:26])(=[O:27])([OH:28])[OH:29]>>[CH2:1]([CH3:2])[N:3]([CH2:4][CH2:5][CH2:6][n:7]1[n:8][c:9]([NH2:16])[c:10]2[cH:11][c:12]([NH2:20])[cH:13][cH:14][c:15]12)[CH2:17][CH3:18]. Starting materials: CN1CCC2=C(C(C1)O)C=CS2 (6-methyl-5,6,7,8-tetrahydro-4H-thieno[2,3-d]azepin-4-ol), ClC1=C(C(=CC=C1)F)C(F)(F)F (2-chloro-6-fluorobenzotrifluoride). Product: ClC=1C(=C(C=CC1)OC1C2=C(CCN(C1)C)SC=C2)C(F)(F)F (4-[3-Chloro-2-(trifluoromethyl)phenyloxy]-6-methyl-5,6,7,8-tetrahydro-4H-thien o[2,3-d]azepine). As a reaction SMILES: [CH3:1][N:2]1[CH2:8][CH:7]([OH:9])[C:6]2[CH:10]=[CH:11][S:12][C:5]=2[CH2:4][CH2:3]1.[Cl:13][C:14]1[CH:19]=[CH:18][CH:17]=[C:16](F)[C:15]=1[C:21]([F:24])([F:23])[F:22]>>[Cl:13][C:14]1[C:15]([C:21]([F:22])([F:23])[F:24])=[C:16]([O:9][CH:7]2[CH2:8][N:2]([CH3:1])[CH2:3][CH2:4][C:5]3[S:12][CH:11]=[CH:10][C:6]2=3)[CH:17]=[CH:18][CH:19]=1. Reported procedure: The same method as in Example 1 was conducted using 6-methyl-5,6,7,8-tetrahydro-4H-thieno[2,3-d]azepin-4-ol (Reference Example 28) instead of 6-methyl-4,5,6,7-tetrahydrothieno[2,3-c]pyridin-4-ol (Reference Example 6) and was conducted using 2-chloro-6-fluorobenzotrifluoride instead of 1-fluoronaphthalene to give the objective compound. The reactants are C=C(OCC)c1ccc2nnc(Cc3ccc4ncccc4c3)n2n1, CO, Cl, [Na+], O=C([O-])O. Product: CC(=O)c1ccc2nnc(Cc3ccc4ncccc4c3)n2n1. RXN SMILES: [CH2:1]([CH3:2])[O:3][C:4](=[CH2:5])[c:6]1[cH:7][cH:8][c:9]2[n:10]([n:11]1)[c:12]([CH2:15][c:16]1[cH:17][c:18]3[cH:19][cH:20][cH:21][n:22][c:23]3[cH:24][cH:25]1)[n:13][n:14]2.[CH3:32][OH:33].[ClH:26].[Na+:31].[O-:27][C:28]([OH:29])=[O:30]>>[O:3]=[C:4]([CH3:5])[c:6]1[cH:7][cH:8][c:9]2[n:10]([n:11]1)[c:12]([CH2:15][c:16]1[cH:17][c:18]3[cH:19][cH:20][cH:21][n:22][c:23]3[cH:24][cH:25]1)[n:13][n:14]2.